Dataset: the Open Reaction Database (ORD), a public repository of structured organic reaction records. Task: describe an organic reaction: reactants, conditions, products, and yield Starting materials: ClCCCN1CCOCC1, [Na+], [OH-], O, Oc1ccc(S)cc1. Product: Oc1ccc(SCCCN2CCOCC2)cc1. Reaction SMILES: [Cl:11][CH2:12][CH2:13][CH2:14][N:15]1[CH2:16][CH2:17][O:18][CH2:19][CH2:20]1.[Na+:10].[OH-:9].[OH2:21].[OH:1][c:2]1[cH:3][cH:4][c:5]([SH:8])[cH:6][cH:7]1>>[OH:1][c:2]1[cH:3][cH:4][c:5]([S:8][CH2:12][CH2:13][CH2:14][N:15]2[CH2:16][CH2:17][O:18][CH2:19][CH2:20]2)[cH:6][cH:7]1. The reactants are [N+](=O)([O-])C1=C(C=CC=C1)S(=O)(=O)NC=1C=CC=C2C(=CC=NC12)C(F)(F)F (2-nitro-N-(4-trifluoromethyl-quinolin-8-yl)-benzenesulfonamide), [N+](=O)([O-])C1=C(C=CC=C1)S(=O)(=O)NC=1C=CC=C2C(=CC=NC12)C(F)(F)F (2-nitro-N-(4-trifluoromethyl-quinolin-8-yl)-benzenesulfonamide), Cl[Sn]Cl (SnCl2). Reagents/catalysts: Cl (HCl). Run in CCO (EtOH). Yields the product NC1=C(C=CC=C1)S(=O)(=O)NC=1C=CC=C2C(=CC=NC12)C(F)(F)F (2-Amino-N-(4-trifluoromethyl-quinolin-8-yl)-benzenesulfonamide). The yield is 81.7%. As a reaction SMILES: [N+:1]([C:4]1[CH:9]=[CH:8][CH:7]=[CH:6][C:5]=1[S:10]([NH:13][C:14]1[CH:15]=[CH:16][CH:17]=[C:18]2[C:23]=1[N:22]=[CH:21][CH:20]=[C:19]2[C:24]([F:27])([F:26])[F:25])(=[O:12])=[O:11])([O-])=O.Cl[Sn]Cl>Cl.CCO>[NH2:1][C:4]1[CH:9]=[CH:8][CH:7]=[CH:6][C:5]=1[S:10]([NH:13][C:14]1[CH:15]=[CH:16][CH:17]=[C:18]2[C:23]=1[N:22]=[CH:21][CH:20]=[C:19]2[C:24]([F:27])([F:26])[F:25])(=[O:12])=[O:11]. Procedure details: In a similar fashion using route 1 general procedure 4, 2-nitro-N-(4-trifluoromethyl-quinolin-8-yl)-benzenesulfonamide (Intermediate 251) (0.4 g, 1.0 mmol), SnCl2 (0.76 g, 4.03 mmol), 6N HCl (2 drops) and EtOH (15 ml) gave the title compound (300 mg, 81%) which was used in the next step without further purification. The reactants are CSC=1S\C(\C(N1)=O)=C/C=1C=C2C=CC=NC2=CC1 (2-methylsulfanyl-5-[1-quinolin-6-yl-meth-(Z)-ylidene]-thiazol-4-one), ClC1=CC=C(C=C1)C(CO)N (1-(4-chloro-phenyl)-2-hydroxy-ethylamine), CCN(C(C)C)C(C)C (DIEA). Yields the product ClC1=CC=C(C=C1)C(CO)NC=1S\C(\C(N1)=O)=C/C=1C=C2C=CC=NC2=CC1 (2-[1-(4-chloro-phenyl)-2-hydroxy-ethylamino]-5-[1-quinolin-6-yl-meth-(Z)-ylidene]-thiazol-4-one). As a reaction SMILES: CS[C:3]1[S:4]/[C:5](=[CH:9]\[C:10]2[CH:11]=[C:12]3[C:17](=[CH:18][CH:19]=2)[N:16]=[CH:15][CH:14]=[CH:13]3)/[C:6](=[O:8])[N:7]=1.[Cl:20][C:21]1[CH:26]=[CH:25][C:24]([CH:27]([NH2:30])[CH2:28][OH:29])=[CH:23][CH:22]=1.CCN(C(C)C)C(C)C>>[Cl:20][C:21]1[CH:22]=[CH:23][C:24]([CH:27]([NH:30][C:3]2[S:4]/[C:5](=[CH:9]\[C:10]3[CH:11]=[C:12]4[C:17](=[CH:18][CH:19]=3)[N:16]=[CH:15][CH:14]=[CH:13]4)/[C:6](=[O:8])[N:7]=2)[CH2:28][OH:29])=[CH:25][CH:26]=1. Procedure: Similar procedure as described in example 1b was used, starting from 2-methylsulfanyl-5-[1-quinolin-6-yl-meth-(Z)-ylidene]-thiazol-4-one, 1-(4-chloro-phenyl)-2-hydroxy-ethylamine and DIEA to give 2-[1-(4-chloro-phenyl)-2-hydroxy-ethylamino]-5-[1-quinolin-6-yl-meth-(Z)-ylidene]-thiazol-4-one. LC-MS m/e 455 (MH+). As a reaction SMILES: [Cl:45][CH2:46][Cl:47].[Cl:8][c:9]1[c:10](-[c:18]2[cH:19][cH:20][c:21]([C:41](=[O:42])[O:43][CH3:44])[n:22][c:23]2-[c:24]2[cH:25][c:26]([O:31][CH2:32][c:33]3[cH:34][cH:35][c:36]([O:37][CH3:38])[cH:39][cH:40]3)[c:27]([Cl:30])[cH:28][cH:29]2)[cH:11][c:12]([O:15][CH2:16][CH3:17])[cH:13][cH:14]1.[OH:1][C:2]([C:3]([F:4])([F:5])[F:6])=[O:7]>>[Cl:8][c:9]1[c:10](-[c:18]2[cH:19][cH:20][c:21]([C:41](=[O:42])[O:43][CH3:44])[n:22][c:23]2-[c:24]2[cH:25][c:26]([OH:31])[c:27]([Cl:30])[cH:28][cH:29]2)[cH:11][c:12]([O:15][CH2:16][CH3:17])[cH:13][cH:14]1. Starting materials: ClCCl, CCOc1ccc(Cl)c(-c2ccc(C(=O)OC)nc2-c2ccc(Cl)c(OCc3ccc(OC)cc3)c2)c1, O=C(O)C(F)(F)F. Yields the product CCOc1ccc(Cl)c(-c2ccc(C(=O)OC)nc2-c2ccc(Cl)c(O)c2)c1. Reactants: [Si](C)(C)(C(C)(C)C)Cl (tert-Butyldimethylsilyl chloride), N1C=NC=C1 (imidazole), IC1=CC=C(C=C1)O (4-Iodophenol). Run in ClCCl (dichloromethane). Conditions: time 8 hour. Yields the product C(C)(C)(C)[Si](C)(C)OC1=CC=C(C=C1)I (tert-Butyl(4-iodophenoxy)dimethylsilane). Isolated yield 95.3%. As a reaction SMILES: [I:1][C:2]1[CH:7]=[CH:6][C:5]([OH:8])=[CH:4][CH:3]=1.[Si:9](Cl)([C:12]([CH3:15])([CH3:14])[CH3:13])([CH3:11])[CH3:10].N1C=CN=C1>ClCCl>[C:12]([Si:9]([O:8][C:5]1[CH:6]=[CH:7][C:2]([I:1])=[CH:3][CH:4]=1)([CH3:11])[CH3:10])([CH3:15])([CH3:14])[CH3:13]. Reported procedure: 4-Iodophenol (1.0 g, 4.55 mmol) was dissolved in dichloromethane (5 mL). tert-Butyldimethylsilyl chloride (0.685 g, 4.55 mmol) and imidazole (0.309 g, 4.55 mmol) were added. The reaction was stirred overnight at room temperature. The reaction mixture was partitioned between water (30 mL) and dichloromethane (30 mL). The organic layer was removed and the aqueous layer was extracted with dichloromethane (30 mL). The organic layers were combined, dried and concentrated, and the residue was purified...